From a dataset of the Open Reaction Database (ORD), a public repository of structured organic reaction records. describe an organic reaction: reactants, conditions, products, and yield Reactants: Cl (hydrochloric acid), COC(C1=CC(=CC=C1)OCCC1=C(C=C(C=C1)Cl)Cl)=O (3-[2-(2,4-Dichlorophenyl)-ethoxy]-benzoic acid methyl ester), O (water), [OH-].[Na+] (NaOH). Run in O1CCOCC1 (dioxan). Run at temperature 50 celsius, time 16 hour. The product is ClC1=C(C=CC(=C1)Cl)CCOC=1C=C(C(=O)O)C=CC1 (3-[2-(2,4-Dichloro-phenyl)-ethoxy]-benzoic acid). As a reaction SMILES: C[O:2][C:3](=[O:21])[C:4]1[CH:9]=[CH:8][CH:7]=[C:6]([O:10][CH2:11][CH2:12][C:13]2[CH:18]=[CH:17][C:16]([Cl:19])=[CH:15][C:14]=2[Cl:20])[CH:5]=1.[OH-].[Na+].O.Cl>O1CCOCC1>[Cl:20][C:14]1[CH:15]=[C:16]([Cl:19])[CH:17]=[CH:18][C:13]=1[CH2:12][CH2:11][O:10][C:6]1[CH:5]=[C:4]([CH:9]=[CH:8][CH:7]=1)[C:3]([OH:21])=[O:2] |f:1.2|. Procedure: 1 g (3.07 mmol) of 3-[2-(2,4-Dichlorophenyl)-ethoxy]-benzoic acid methyl ester was dissolved in 20 ml of dioxan. 2N aqueous NaOH was added to the solution to give a pH of 13. The reaction solution was heated at 50° C. for 3 h, and stirred at RT for 16 h. 5 ml water was added, followed by concentrated hydrochloric acid to give a pH of 1 to 2, whereupon the product precipitated from solution. The suspension was stirred for 30 min, then the product was filtered off and dried under reduced pressure.